describe an organic reaction: reactants, conditions, products, and yield From a dataset of the Open Reaction Database (ORD), a public repository of structured organic reaction records. Starting materials: ClCCl, COC(C)OCCl, CCN(C(C)C)C(C)C, CSc1ccsc1C(C)O. The product is COC(C)OCOC(C)c1sccc1SC. As a reaction SMILES: [CH2:27]([Cl:28])[Cl:29].[CH3:11][O:12][CH:13]([CH3:14])[O:15][CH2:16][Cl:17].[CH:18]([N:19]([CH2:20][CH3:21])[CH:22]([CH3:23])[CH3:24])([CH3:25])[CH3:26].[OH:1][CH:2]([CH3:3])[c:4]1[s:5][cH:6][cH:7][c:8]1[S:9][CH3:10]>>[O:1]([CH:2]([CH3:3])[c:4]1[s:5][cH:6][cH:7][c:8]1[S:9][CH3:10])[CH2:16][O:15][CH:13]([O:12][CH3:11])[CH3:14]. Starting materials: O=C([O-])[O-], Cc1cc(NC(=O)c2ccccc2S)n(C)n1, [Cu]I, O=C1Cc2ccc(I)cc2N1, [K+], [K+]. Yields the product Cc1cc(NC(=O)c2ccccc2Sc2ccc3c(c2)NC(=O)C3)n(C)n1. RXN SMILES: [C:1](=[O:2])([O-:3])[O-:4].[CH3:18][n:19]1[n:20][c:21]([CH3:34])[cH:22][c:23]1[NH:24][C:25]([c:26]1[c:27]([SH:32])[cH:28][cH:29][cH:30][cH:31]1)=[O:33].[Cu:35][I:36].[I:7][c:8]1[cH:9][cH:10][c:11]2[c:15]([cH:16]1)[NH:14][C:13](=[O:17])[CH2:12]2.[K+:5].[K+:6]>>[c:8]1([S:32][c:27]2[c:26]([C:25]([NH:24][c:23]3[n:19]([CH3:18])[n:20][c:21]([CH3:34])[cH:22]3)=[O:33])[cH:31][cH:30][cH:29][cH:28]2)[cH:9][cH:10][c:11]2[c:15]([cH:16]1)[NH:14][C:13](=[O:17])[CH2:12]2. Yield: 490.5%. Reagents/catalysts: [Zn] (zinc). Reactants: BrC1=C(C=C(C=C1)I)F (1-bromo-2-fluoro-4-iodobenzene), NiBr2, Cl (HCl), CCOCC (Et2O), CSSC (MeS—SMe). The solvent is CN(C)C=O (DMF). Yields the product BrC1=C(C=C(C=C1)SC)F (1-bromo-2-fluoro-4-(methylthio)benzene). Reported procedure: A stirred suspension of 1-bromo-2-fluoro-4-iodobenzene (100 g, 332 mmol), NiBr2 (7.26 g, 33.2 mmol), 2,2-dipyridyl (5.19 g, 33.2 mmol) and zinc dust (27.2 g, 415 mmol) in DMF (600 mL) was treated with MeS—SMe (15.65 g, 166 mmol), and the mixture was heated in a sand bath set for 80° C. After 10 min (color changes to black and reaction was complete according to HPLC analysis), the mixture was poured onto water. 1N HCl (100 mL) was added along with Et2O (300 mL), and the suspension was filtered th... As a reaction SMILES: [Br:1][C:2]1[CH:7]=[CH:6][C:5](I)=[CH:4][C:3]=1[F:9].[CH3:10][S:11]SC.Cl.CCOCC>CN(C=O)C.[Zn]>[Br:1][C:2]1[CH:7]=[CH:6][C:5]([S:11][CH3:10])=[CH:4][C:3]=1[F:9].